From a dataset of the Open Reaction Database (ORD), a public repository of structured organic reaction records. describe an organic reaction: reactants, conditions, products, and yield Reactants: O=C1NN=C2N1C1=C(C(=NC2)C2=C(C=CC=C2)Cl)N=C(C=C1)Cl (1-keto-6-(o-chlorophenyl)-8-chloro-1,2-dihydro-4H-s-triazolo-(4,3-a)-pyrido-(2,3-f)-(1,4)-diazepine), N1CCCC1 (pyrrolidine), O (water). Procedure: 20 grams of 1-keto-6-(o-chlorophenyl)-8-chloro-1,2-dihydro-4H-s-triazolo-(4,3-a)-pyrido-(2,3-f)-(1,4)-diazepine were boiled with 60 ml. of pyrrolidine for 1 hour under reflux. Then the mixture was poured into 1 liter of water and acidified with glacial acetic acid whereupon the reaction product crystallized out. This was dissolved in alcohol, the alcoholic solution concentrated to about 70 ml. and ether added. The crystallized material was recrystallized from methanol. M.P. 228°-230° C.; Yield 8... The solvent is C(C)(=O)O (acetic acid). As a reaction SMILES: [O:1]=[C:2]1[N:6]2[C:7]3[CH:22]=[CH:21][C:20](Cl)=[N:19][C:8]=3[C:9]([C:12]3[CH:17]=[CH:16][CH:15]=[CH:14][C:13]=3[Cl:18])=[N:10][CH2:11][C:5]2=[N:4][NH:3]1.[NH:24]1[CH2:28][CH2:27][CH2:26][CH2:25]1.O>C(O)(=O)C>[O:1]=[C:2]1[N:6]2[C:7]3[CH:22]=[CH:21][C:20]([N:24]4[CH2:28][CH2:27][CH2:26][CH2:25]4)=[N:19][C:8]=3[C:9]([C:12]3[CH:17]=[CH:16][CH:15]=[CH:14][C:13]=3[Cl:18])=[N:10][CH2:11][C:5]2=[N:4][NH:3]1. The product is O=C1NN=C2N1C1=C(C(=NC2)C2=C(C=CC=C2)Cl)N=C(C=C1)N1CCCC1 (1-keto-6-(o-chlorophenyl)-8-pyrrolidino-1,2-dihydro-4H-s-triazolo-(4,3-a)-pyrido-(2,3-f)-(1,4)-diazepine). Starting materials: [SiH](Cl)(Cl)Cl (HSiCl3), C(C=C)C1=CC=C(C=C1)N(C1=CC=C(S1)C=1SC(=CC1)N(C1=CC=CC=C1)C1=CC=C(C=C1)CC=C)C1=CC=CC=C1 (5,5′-Bis [(p-allylphenyl)phenylamino]-2,2′-bithiophene). Reagents/catalysts: C1(C=CC=C1)[Pt-](C1C=CC=C1)Cl (dicyclopentadienylplatinum(II) chloride). The solvent is C1(=CC=CC=C1)C (toluene). Reaction conditions: temperature 60 celsius. The product is Cl[Si](Cl)(Cl)CCCC1=CC=C(C=C1)N(C1=CC=C(S1)C=1SC(=CC1)N(C1=CC=CC=C1)C1=CC=C(C=C1)CCC[Si](Cl)(Cl)Cl)C1=CC=CC=C1 (5,5′-Bis[(p-trichlorosilylpropylphenyl)phenylamino]-2,2′-bithiophene). RXN SMILES: [SiH:1]([Cl:4])([Cl:3])[Cl:2].[CH2:5]([C:8]1[CH:13]=[CH:12][C:11]([N:14]([C:41]2[CH:46]=[CH:45][CH:44]=[CH:43][CH:42]=2)[C:15]2[S:19][C:18]([C:20]3[S:21][C:22]([N:25]([C:32]4[CH:37]=[CH:36][C:35]([CH2:38][CH:39]=[CH2:40])=[CH:34][CH:33]=4)[C:26]4[CH:31]=[CH:30][CH:29]=[CH:28][CH:27]=4)=[CH:23][CH:24]=3)=[CH:17][CH:16]=2)=[CH:10][CH:9]=1)[CH:6]=[CH2:7]>C1(C)C=CC=CC=1.C1([Pt-](Cl)C2C=CC=C2)C=CC=C1>[Cl:2][Si:1]([CH2:40][CH2:39][CH2:38][C:35]1[CH:34]=[CH:33][C:32]([N:25]([C:26]2[CH:31]=[CH:30][CH:29]=[CH:28][CH:27]=2)[C:22]2[S:21][C:20]([C:18]3[S:19][C:15]([N:14]([C:11]4[CH:10]=[CH:9][C:8]([CH2:5][CH2:6][CH2:7][Si:1]([Cl:4])([Cl:3])[Cl:2])=[CH:13][CH:12]=4)[C:41]4[CH:42]=[CH:43][CH:44]=[CH:45][CH:46]=4)=[CH:16][CH:17]=3)=[CH:24][CH:23]=2)=[CH:37][CH:36]=1)([Cl:4])[Cl:3]. Procedure: Excess HSiCl3 (0.09 mL, 8.609×10−4 mol) and a few grains of dicyclopentadienylplatinum(II) chloride (Cp2PtCl2) catalyst were added in a glove box to a solution of Compound 4 (0.050 g, 8.609×10−5 mol) in about 10 mL anhydrous toluene. The solution was transferred to a Schlenk line where it was heated to 60° C. with stirring and left under static N2 to prevent evaporation of the HSiCl3. The reaction progress was monitored by 1H NMR, and cooled to room temperature after 42 h. Toluene and excess HSi... The reactants are C1CCOC1, COC(=O)CCC(C(N)=O)N1Cc2c(O)cccc2C1=O, OCc1cc(CN2CCOCC2)on1, CC(C)OC(=O)N=NC(=O)OC(C)C, c1ccc(P(c2ccccc2)c2ccccc2)cc1. The product is COC(=O)CCC(C(N)=O)N1Cc2c(OCc3cc(CN4CCOCC4)on3)cccc2C1=O. Reaction SMILES: [CH2:69]1[O:70][CH2:71][CH2:72][CH2:73]1.[NH2:15][C:16]([CH:17]([CH2:18][CH2:19][C:20](=[O:21])[O:22][CH3:23])[N:24]1[C:25](=[O:34])[c:26]2[cH:27][cH:28][cH:29][c:30]([OH:33])[c:31]2[CH2:32]1)=[O:35].[O:1]1[CH2:2][CH2:3][N:4]([CH2:7][c:8]2[cH:9][c:10]([CH2:13][OH:14])[n:11][o:12]2)[CH2:5][CH2:6]1.[O:55]=[C:56]([O:57][CH:58]([CH3:59])[CH3:60])[N:61]=[N:62][C:63]([O:64][CH:65]([CH3:66])[CH3:67])=[O:68].[c:36]1([P:37]([c:38]2[cH:39][cH:40][cH:41][cH:42][cH:43]2)[c:44]2[cH:45][cH:46][cH:47][cH:48][cH:49]2)[cH:50][cH:51][cH:52][cH:53][cH:54]1>>[O:1]1[CH2:2][CH2:3][N:4]([CH2:7][c:8]2[cH:9][c:10]([CH2:13][O:14][c:30]3[cH:29][cH:28][cH:27][c:26]4[c:31]3[CH2:32][N:24]([CH:17]([C:16]([NH2:15])=[O:35])[CH2:18][CH2:19][C:20](=[O:21])[O:22][CH3:23])[C:25]4=[O:34])[n:11][o:12]2)[CH2:5][CH2:6]1. Reactants: C(C)OC(=O)C1=C(SC2=C(C1=O)C=C(C(=C2F)F)F)SC (3-Ethoxycarbonyl-2-methylthio-4-oxo-6,7,8-trifluoro-4H-1-benzothiopyran), C(C)(=O)O (acetic acid), S(O)(O)(=O)=O (sulfuric acid). Run in O (water). Run at temperature 100 celsius, time 3 hour. The product is C(=O)(O)C1=C(SC2=C(C1=O)C=C(C(=C2F)F)F)SC (3-Carboxy-2-methylthio-4-oxo-6,7,8-trifluoro-4H-1-benzothiopyran). Isolated yield 53.6%. As a reaction SMILES: C([O:3][C:4]([C:6]1[C:11](=[O:12])[C:10]2[CH:13]=[C:14]([F:19])[C:15]([F:18])=[C:16]([F:17])[C:9]=2[S:8][C:7]=1[S:20][CH3:21])=[O:5])C.C(O)(=O)C.S(=O)(=O)(O)O>O>[C:4]([C:6]1[C:11](=[O:12])[C:10]2[CH:13]=[C:14]([F:19])[C:15]([F:18])=[C:16]([F:17])[C:9]=2[S:8][C:7]=1[S:20][CH3:21])([OH:5])=[O:3]. Procedure details: A mixture of 300 mg (0.897 mmol) of the compound of Example 111, 0.54 ml of acetic acid, 0.072 ml of concentrated sulfuric acid and 0.36 ml of water was stirred for 3 hours at 100° C. After cooling by allowing to stand, the crystals deposited were collected by filtration, washed with water, and dried to obtain 147 mg (0.481 mmol) of title compound (yield 54%).